From a dataset of the Open Reaction Database (ORD), a public repository of structured organic reaction records. describe an organic reaction: reactants, conditions, products, and yield The reactants are COCN1C(=O)CCN(c2ccccc2F)c2ccccc21, CC(C)(C)[O-], Cc1ccccc1, [K+], CC(C)(C)ON=O. The product is COCN1C(=O)C(=NO)CN(c2ccccc2F)c2ccccc21. Reaction SMILES: [CH3:1][O:2][CH2:3][N:4]1[C:5](=[O:22])[CH2:6][CH2:7][N:8]([c:15]2[c:16]([F:21])[cH:17][cH:18][cH:19][cH:20]2)[c:9]2[c:10]1[cH:11][cH:12][cH:13][cH:14]2.[CH3:23][C:24]([CH3:25])([O-:26])[CH3:27].[CH3:36][c:37]1[cH:38][cH:39][cH:40][cH:41][cH:42]1.[K+:28].[N:29](=[O:30])[O:31][C:32]([CH3:33])([CH3:34])[CH3:35]>>[CH3:1][O:2][CH2:3][N:4]1[C:5](=[O:22])[C:6](=[N:29][OH:30])[CH2:7][N:8]([c:15]2[c:16]([F:21])[cH:17][cH:18][cH:19][cH:20]2)[c:9]2[c:10]1[cH:11][cH:12][cH:13][cH:14]2. Reactants: ClCC=1SC2=C(N1)C=C(C=C2)F (2-chloromethyl-5-fluorobenzothiazole), FC=1C=CC2=C(N=C(S2)CSC=2C=C(CO)C=CC2)C1 (3-(5-fluorobenzothiazol-2-ylmethylthio)benzyl alcohol), SC=1C=C(CO)C=CC1 (3-mercaptobenzyl alcohol), ClCC=1SC2=C(N1)C=C(C=C2)F (2-chloromethyl-5-fluorobenzothiazole), C(C)OC(=O)C1OC2=CC(=CC=C2CC1)OCC=1SC2=C(N1)C=C(C=C2)F (2-ethoxycarbonyl-7-(5-fluorobenzothiazol-2-ylmethoxy)chroman), ClCC=1SC2=C(N1)C=C(C=C2)F (2-chloromethyl-5-fluorobenzothiazole), C(C)OC(=O)C1OC2=CC(=CC=C2CC1)O (2-ethoxycarbonyl-7-hydroxychroman). The product is N1=C(C=CC2=CC=CC=C12)COC=1C=C(CO)C=CC1 (3-(Quinol-2-ylmethoxy)benzyl alcohol). Reaction SMILES: ClCC1SC2C=CC(F)=CC=2[N:7]=1.FC1C=CC2SC(CSC3C=C(C=CC=3)CO)=NC=2C=1.S[C:34]1[CH:35]=[C:36]([CH:39]=[CH:40][CH:41]=1)[CH2:37][OH:38].C([O:44][C:45]([CH:47]1[CH2:56][CH2:55][C:54]2[C:49](=[CH:50][C:51](OCC3SC4C=CC(F)=CC=4N=3)=[CH:52][CH:53]=2)O1)=O)C.C(OC(C1CCC2C(=CC(O)=CC=2)O1)=O)C>>[N:7]1[C:49]2[C:54](=[CH:53][CH:52]=[CH:51][CH:50]=2)[CH:55]=[CH:56][C:47]=1[CH2:45][O:44][C:34]1[CH:35]=[C:36]([CH:39]=[CH:40][CH:41]=1)[CH2:37][OH:38]. Reported procedure: In a similar manner 4-(5-fluorobenzothiazol-2-ylmethoxy)-4'-hydroxydiphenyl, m.p. 210°-211° C. was prepared from 2-chloromethyl-5-fluorobenzothiazole and 4,4-dihydroxydiphenyl, 3-(5-fluorobenzothiazol-2-ylmethylthio)benzyl alcohol was prepared from 3-mercaptobenzyl alcohol and 2-chloromethyl-5-fluorobenzothiazole and 2-ethoxycarbonyl-7-(5-fluorobenzothiazol-2-ylmethoxy)chroman, m.p. 109°-112° C. was prepared from 2-chloromethyl-5-fluorobenzothiazole and 2-ethoxycarbonyl-7-hydroxychroman. The reactants are O1CCCC1 (tetrahydrofuran), C(C)S (ethanethiol), C([O-])([O-])=O.[K+].[K+] (potassium carbonate), BrCC=1C(=C(C(=O)OC)C=CC1S(=O)(=O)C)Cl (methyl 3-bromomethyl-2-chloro-4-methanesulfonylbenzoate). Solvent: C(Cl)(Cl)Cl (chloroform). Conditions: time 1 day. Product: ClC1=C(C(=O)OC)C=CC(=C1CSCC)S(=O)(=O)C (methyl 2-chloro-3-ethylthiomethyl-4-methanesulfonylbenzoate). The yield is 98.6%. Reaction SMILES: O1CCCC1.[CH2:6]([SH:8])[CH3:7].C(=O)([O-])[O-].[K+].[K+].Br[CH2:16][C:17]1[C:18]([Cl:31])=[C:19]([CH:24]=[CH:25][C:26]=1[S:27]([CH3:30])(=[O:29])=[O:28])[C:20]([O:22][CH3:23])=[O:21]>C(Cl)(Cl)Cl>[Cl:31][C:18]1[C:17]([CH2:16][S:8][CH2:6][CH3:7])=[C:26]([S:27]([CH3:30])(=[O:29])=[O:28])[CH:25]=[CH:24][C:19]=1[C:20]([O:22][CH3:23])=[O:21] |f:2.3.4|. Procedure: To 100 ml of tetrahydrofuran, 1.3 g of ethanethiol and 1.5 g of potassium carbonate and then 4.4 g of methyl 3-bromomethyl-2-chloro-4-methanesulfonylbenzoate were added, and the mixture was stirred for 1 day at room temperature. Then, the mixture was stirred further for 1 hour at a temperature of from 50° to 60° C. After cooling, chloroform was added thereto, and the mixture was washed with a dilute potassium carbonate aqueous solution. The chloroform layer was separated and dried. Then, the sol... Starting materials: C(C)OC(CCCCCCCCCCBr)=O (ethyl-11-bromoundecanoate), C1(=CC=CC=C1)C=1N=C(NC1C1=CC=CC=C1)S (4,5-diphenyl-2-imidazolethiol), C([O-])(O)=O.[Na+] (sodium bicarbonate). The solvent is CN(C=O)C (dimethylformamide), CN(C=O)C (dimethylformamide). Yields the product C(C)OC(CCCCCCCCCCSC=1NC(=C(N1)C1=CC=CC=C1)C1=CC=CC=C1)=O (11-(4,5-Diphenyl-1H-imidazol-2-ylthio)undecanoic acid ethyl ester). The yield is 58.0%. Reaction SMILES: [C:1]1([C:7]2[N:8]=[C:9]([SH:18])[NH:10][C:11]=2[C:12]2[CH:17]=[CH:16][CH:15]=[CH:14][CH:13]=2)[CH:6]=[CH:5][CH:4]=[CH:3][CH:2]=1.[CH2:19]([O:21][C:22](=[O:34])[CH2:23][CH2:24][CH2:25][CH2:26][CH2:27][CH2:28][CH2:29][CH2:30][CH2:31][CH2:32]Br)[CH3:20].C(=O)(O)[O-].[Na+]>CN(C)C=O>[CH2:19]([O:21][C:22](=[O:34])[CH2:23][CH2:24][CH2:25][CH2:26][CH2:27][CH2:28][CH2:29][CH2:30][CH2:31][CH2:32][S:18][C:9]1[NH:8][C:7]([C:1]2[CH:2]=[CH:3][CH:4]=[CH:5][CH:6]=2)=[C:11]([C:12]2[CH:13]=[CH:14][CH:15]=[CH:16][CH:17]=2)[N:10]=1)[CH3:20] |f:2.3|. Reported procedure: To a solution of 12.6 g (0.05 mole) 4,5-diphenyl-2-imidazolethiol in 125 ml dimethylformamide was added, dropwise, 14.2 g (0.05 mole) ethyl-11-bromoundecanoate in 40 ml dimethylformamide and the reaction mixture was stirred at reflux under nitrogen overnight. The cooled solution was poured into 5% sodium bicarbonate and ice and then extracted with ethyl acetate. The organic layer was backwashed with 5% sodium bicarbonate, water, and saturated sodium chloride solution, then dried over magnesium s...